Dataset: the Open Reaction Database (ORD), a public repository of structured organic reaction records. Task: describe an organic reaction: reactants, conditions, products, and yield Reactants: ice, CC(CO)(CC#CC1=CC=C(C=C1)OC(F)(F)F)C (2,2-dimethyl-5-(4-trifluoromethoxy-phenyl)-pent-4-yn-1-ol), FC(S(=O)(=O)OS(=O)(=O)C(F)(F)F)(F)F (trifluoromethanesulfonic anhydride), C(C)(C)(C)C1=NC(=CC=C1)C(C)(C)C (2,6-di-tert-butylpyridine), C([O-])([O-])=O.[Cs+].[Cs+] (cesium carbonate), C(C)#N (acetonitrile). Solvent: ClCCl (dichloromethane). Reaction conditions: time 2 hour. Yields the product C(C)OC(CN1C=CC2=CC=C(C=C12)OCC(CC#CC1=CC=C(C=C1)OC(F)(F)F)(C)C)=O ({6-[2,2-Dimethyl-5-(4-trifluoromethoxy-phenyl)-pent-4-ynyloxy]-indol-1-yl}-acetic acid ethyl ester). The yield is 40.0%. As a reaction SMILES: [CH3:1][C:2]([CH3:19])([CH2:5][C:6]#[C:7][C:8]1[CH:13]=[CH:12][C:11]([O:14][C:15]([F:18])([F:17])[F:16])=[CH:10][CH:9]=1)[CH2:3][OH:4].F[C:21](F)(F)S(OS(C(F)(F)F)(=O)=O)(=O)=O.C([C:39]1[CH:44]=[CH:43][CH:42]=[C:41]([C:45]([CH3:48])([CH3:47])C)[N:40]=1)(C)(C)C.[C:49](=[O:52])([O-])[O-:50].[Cs+].[Cs+].[C:55](#N)[CH3:56]>ClCCl>[CH2:55]([O:50][C:49](=[O:52])[CH2:21][N:40]1[C:41]2[C:45](=[CH:47][CH:44]=[C:43]([O:4][CH2:3][C:2]([CH3:19])([CH3:1])[CH2:5][C:6]#[C:7][C:8]3[CH:13]=[CH:12][C:11]([O:14][C:15]([F:16])([F:17])[F:18])=[CH:10][CH:9]=3)[CH:42]=2)[CH:48]=[CH:39]1)[CH3:56] |f:3.4.5|. Procedure details: To an ice cold solution of 2,2-dimethyl-5-(4-trifluoromethoxy-phenyl)-pent-4-yn-1-ol (50 mg, 0.18 mmol) in dichloromethane (180 μl) was added trifluoromethanesulfonic anhydride (30 μl, 0.2 mmol) and 2,6-di-tert-butylpyridine (50 μl, 0.22 mmol) under an argon atmosphere. The reaction mixture was stirred for 2 h while the temperature rose from 0° C. to ambient temperature. The solvent was removed under reduced pressure and the residue dissolved in acetonitrile (0.6 ml). The obtained solution was a... Starting materials: FC=1C=C2N(C=C(NC2=O)C2=CC=C(C=C2)C(C)(C)O)C1 (7-fluoro-3-[4-(1-hydroxy-1-methyl-ethyl)-phenyl]-2H-pyrrolo[1,2-a]pyrazin-1-one), O.C1(=CC=C(C=C1)S(=O)(=O)O)C (toluene-4-sulfonic acid monohydrate). The solvent is C(CO)O (ethane-1,2-diol). Reaction conditions: time 5 day. Yields the product FC=1C=C2N(C=C(NC2=O)C2=CC=C(C=C2)C(C)(C)OCCO)C1 (7-fluoro-3-{4-[1-(2-hydroxy-ethoxy)-1-methyl-ethyl]-phenyl}-2H-pyrrolo[1,2-a]pyrazin-1-one). Reaction SMILES: [F:1][C:2]1[CH:3]=[C:4]2[C:9](=[O:10])[NH:8][C:7]([C:11]3[CH:16]=[CH:15][C:14]([C:17]([OH:20])([CH3:19])[CH3:18])=[CH:13][CH:12]=3)=[CH:6][N:5]2[CH:21]=1.[OH2:22].[C:23]1([CH3:33])C=CC(S(O)(=O)=O)=CC=1>C(O)CO>[F:1][C:2]1[CH:3]=[C:4]2[C:9](=[O:10])[NH:8][C:7]([C:11]3[CH:12]=[CH:13][C:14]([C:17]([O:20][CH2:33][CH2:23][OH:22])([CH3:19])[CH3:18])=[CH:15][CH:16]=3)=[CH:6][N:5]2[CH:21]=1 |f:1.2|. Procedure: To a suspension of 28.6 mg (0.10 mmol) 7-fluoro-3-[4-(1-hydroxy-1-methyl-ethyl)-phenyl]-2H-pyrrolo[1,2-a]pyrazin-1-one in 0.45 ml ethane-1,2-diol is added 1.7 mg (0.01 mmol) toluene-4-sulfonic acid monohydrate. The reaction mixture is stirred for 5 days at ambient temperature. The reaction mixture is partitioned between water and ethylacetate. The organic phase is dried over sodium sulfate and evaporated. The residue is chromatographed on a silica gel column with cyclohexane/ethyl acetate as elu...